Task: describe an organic reaction: reactants, conditions, products, and yield. Dataset: the Open Reaction Database (ORD), a public repository of structured organic reaction records Reactants: CN(/C=C/C(=O)C1=NN(C=CC1=O)C1=CC(=CC=C1)S(=O)(=O)C)C (3-((E)-3-Dimethylamino-acryloyl)-1-(3-methansulfonyl-phenyl)-1H-pyridazin-4-one), N(=O)[O-].[Na+] (sodium nitrite), [Sn](Cl)Cl (tin(II) chloride), O1COC2=C1C=CC(=C2)NN (benzo[1,3]dioxol-5-yl-hydrazine), amino. Yields the product O1COC2=C1C=CC(=C2)N2N=CC=C2C2=NN(C=CC2=O)C2=CC(=CC=C2)S(=O)(=O)C (3-(2-Benzo[1,3]dioxol-5-yl-2H-pyrazol-3-yl)-1-(3-methanesulfonyl-phenyl)-1H-pyridazin-4-one). The yield is 10.0%. Reaction SMILES: C[N:2](C)/[CH:3]=[CH:4]/[C:5]([C:7]1[C:12](=[O:13])[CH:11]=[CH:10][N:9]([C:14]2[CH:19]=[CH:18][CH:17]=[C:16]([S:20]([CH3:23])(=[O:22])=[O:21])[CH:15]=2)[N:8]=1)=O.[O:25]1[C:29]2[CH:30]=[CH:31][C:32]([NH:34]N)=[CH:33][C:28]=2[O:27][CH2:26]1.N([O-])=O.[Na+].[Sn](Cl)Cl>>[O:25]1[C:29]2[CH:30]=[CH:31][C:32]([N:34]3[C:5]([C:7]4[C:12](=[O:13])[CH:11]=[CH:10][N:9]([C:14]5[CH:19]=[CH:18][CH:17]=[C:16]([S:20]([CH3:23])(=[O:22])=[O:21])[CH:15]=5)[N:8]=4)=[CH:4][CH:3]=[N:2]3)=[CH:33][C:28]=2[O:27][CH2:26]1 |f:2.3|. Reported procedure: The product was obtained starting from 3-((E)-3-Dimethylamino-acryloyl)-1-(3-methansulfonyl-phenyl)-1H-pyridazin-4-one (A-7) and benzo[1,3]dioxol-5-yl-hydrazine (prepared from the corresponding amino derivative using sodium nitrite and tin(II) chloride as described in J. Med. Chem. 2003, 46, 4676-4686) according to the method described for Example 91 in 10% yield. MS: M=437.3 (M+H)+ Yields the product C(C)(C)(C)OC(NC1=C(C=C(C(=C1)N(C)C)Cl)NC(CC(C1=CC(=CC=C1)N1N=CC=C1)=O)=O)=O ({4-Chloro-5-dimethylamino-2-[3-oxo-3-(3-pyrazol-1-yl-phenyl)-propionylamino]-phenyl}-carbamic acid tert.-butyl ester), solid. Procedure: The title compound was prepared from (2-amino-4-chloro-5-dimethylamino-phenyl)-carbamic acid tert.-butyl ester (Example J1) and 3-oxo-3-(3-pyrazol-1-yl-phenyl)-propionic acid tert.-butyl ester (Example K16) according to the general procedure M. Obtained as a light yellow solid (135 mg). The reactants are C(C)(C)(C)OC(NC1=C(C=C(C(=C1)N(C)C)Cl)N)=O ((2-amino-4-chloro-5-dimethylamino-phenyl)-carbamic acid tert.-butyl ester), C(C)(C)(C)OC(CC(C1=CC(=CC=C1)N1N=CC=C1)=O)=O (3-oxo-3-(3-pyrazol-1-yl-phenyl)-propionic acid tert.-butyl ester). Reaction SMILES: [C:1]([O:5][C:6](=[O:19])[NH:7][C:8]1[CH:13]=[C:12]([N:14]([CH3:16])[CH3:15])[C:11]([Cl:17])=[CH:10][C:9]=1[NH2:18])([CH3:4])([CH3:3])[CH3:2].C([O:24][C:25](=O)[CH2:26][C:27](=[O:39])[C:28]1[CH:33]=[CH:32][CH:31]=[C:30]([N:34]2[CH:38]=[CH:37][CH:36]=[N:35]2)[CH:29]=1)(C)(C)C>>[C:1]([O:5][C:6](=[O:19])[NH:7][C:8]1[CH:13]=[C:12]([N:14]([CH3:16])[CH3:15])[C:11]([Cl:17])=[CH:10][C:9]=1[NH:18][C:25](=[O:24])[CH2:26][C:27](=[O:39])[C:28]1[CH:33]=[CH:32][CH:31]=[C:30]([N:34]2[CH:38]=[CH:37][CH:36]=[N:35]2)[CH:29]=1)([CH3:4])([CH3:2])[CH3:3]. The reactants are aqueous solution, [OH-].[Na+] (sodium hydroxide), C(#N)C1(CCC(CC1)=CC(=O)OCC)C1=CC=C(C=2OCCOC21)OC (Ethyl 4-cyano-4-(8-methoxy-1,4-benzodioxan-5-yl)cyclohexanylideneacetate), aqueous solution, [OH-].[Na+] (sodium hydroxide), Cl (hydrochloric acid). Solvent: C(C)O (ethanol), C1CCOC1 (THF). Conditions: temperature 70 celsius, time 1 hour. Product: C(#N)C1(CCC(CC1)=CC(=O)O)C1=CC=C(C=2OCCOC21)OC (4-Cyano-4-(8-methoxy-1,4-benzodioxan-5-yl)cyclohexanylideneacetic acid). Yield: 80.3%. As a reaction SMILES: [C:1]([C:3]1([C:15]2[C:24]3[O:23][CH2:22][CH2:21][O:20][C:19]=3[C:18]([O:25][CH3:26])=[CH:17][CH:16]=2)[CH2:8][CH2:7][C:6](=[CH:9][C:10]([O:12]CC)=[O:11])[CH2:5][CH2:4]1)#[N:2].[OH-].[Na+].Cl>C(O)C.C1COCC1>[C:1]([C:3]1([C:15]2[C:24]3[O:23][CH2:22][CH2:21][O:20][C:19]=3[C:18]([O:25][CH3:26])=[CH:17][CH:16]=2)[CH2:4][CH2:5][C:6](=[CH:9][C:10]([OH:12])=[O:11])[CH2:7][CH2:8]1)#[N:2] |f:1.2|. Reported procedure: To a suspension of Compound 10 (0.31 g, 0.87 mmol) obtained in Example 10 in ethanol (3.1 mL) and THF (3.1 mL) was added a 2 mol/L aqueous solution of sodium hydroxide (0.65 mL, 1.3 mmol), the mixture was stirred at 70° C. for 1 hour, and then a 2 mol/L aqueous solution of sodium hydroxide (0.65 mL, 1.3 mmol) was further added, followed by stirring at 70° C. for 1 hour. 1 mol/L hydrochloric acid was added dropwise under ice-cooling, and the mixture was extracted with ethyl acetate. The organic l...